From a dataset of the Open Reaction Database (ORD), a public repository of structured organic reaction records. describe an organic reaction: reactants, conditions, products, and yield Procedure details: Triethylamine (6.7 ml) was added dropwise to a suspension of 4-amino-1-(3-phenylpropyl)piperidine dihydrochloride (7.01 g) and dimethylformamide (40 ml). The mixture was stirred for 10 minutes. 5-Thia-1,8b-diazaacenaphthylene-4-carboxylic acid (5.00 g), 1-hydroxy-1H-benzotriazole monohydrate (0.710 g) and 1-ethyl-3-(3-dimethylaminopropyl)-carbodiimide (4.61 g) were added into the reaction mixture. This was stirred for 2 hours at 68-70° C. (inner temperature). Ethyl acetate:tetrahydrofuran=4:1 (3... Reaction conditions: time 10 minute. As a reaction SMILES: Cl.Cl.[NH2:3][CH:4]1[CH2:9][CH2:8][N:7]([CH2:10][CH2:11][CH2:12][C:13]2[CH:18]=[CH:17][CH:16]=[CH:15][CH:14]=2)[CH2:6][CH2:5]1.[N:19]1[CH:20]=[C:21]2[N:30]3[C:25](=[CH:26][CH:27]=[CH:28][C:29]=13)[S:24][C:23]([C:31](O)=[O:32])=[CH:22]2.O.ON1C2C=CC=CC=2N=N1.C(N=C=NCCCN(C)C)C.[OH-].[Na+]>O.O1CCCC1.C(OCC)(=O)C.CN(C)C=O.C(N(CC)CC)C>[C:13]1([CH2:12][CH2:11][CH2:10][N:7]2[CH2:8][CH2:9][CH:4]([NH:3][C:31]([C:23]3[S:24][C:25]4[N:30]5[C:21](=[CH:20][N:19]=[C:29]5[CH:28]=[CH:27][CH:26]=4)[CH:22]=3)=[O:32])[CH2:5][CH2:6]2)[CH:14]=[CH:15][CH:16]=[CH:17][CH:18]=1 |f:0.1.2,4.5,7.8|. Starting materials: Cl.Cl.NC1CCN(CC1)CCCC1=CC=CC=C1 (4-amino-1-(3-phenylpropyl)piperidine dihydrochloride), N=1C=C2C=C(SC3=CC=CC1N23)C(=O)O (5-Thia-1,8b-diazaacenaphthylene-4-carboxylic acid), O.ON1N=NC2=C1C=CC=C2 (1-hydroxy-1H-benzotriazole monohydrate), C(C)N=C=NCCCN(C)C (1-ethyl-3-(3-dimethylaminopropyl)-carbodiimide), [OH-].[Na+] (sodium hydroxide). The solvent is CN(C=O)C (dimethylformamide), C(C)N(CC)CC (Triethylamine), O (water), O1CCCC1 (tetrahydrofuran), C(C)(=O)OCC (Ethyl acetate). Yield: 92.5%. The product is C1(=CC=CC=C1)CCCN1CCC(CC1)NC(=O)C1=CC2=CN=C3C=CC=C(S1)N32 (N-[1-(3-phenylpropan-1-yl)piperidin-4-yl]-5-thia-1,8b-diazaacenaphthylene-4-carboxamide). Reactants: C1CCOC1 (THF), [Br-].FCCC[P+](C1=CC=CC=C1)(C1=CC=CC=C1)C1=CC=CC=C1 ((3-fluoropropyl)triphenylphosphonium bromide), C1CCOC1 (THF), C(#N)C1=CC=C(C=C1)[C@@H]1CC[C@H](CC1)C=O (trans-4-(4-cyanophenyl)cyclohexanecarbaldehyde), CC(C)(C)[O-].[K+] (t-BuOK). Run in O (water). Conditions: temperature -20 celsius, time 30 minute. Product: FCCC=C[C@@H]1CC[C@H](CC1)C1=CC=C(C#N)C=C1 (4-(trans-4-(4-fluorobutenyl)cyclohexyl)benzonitrile). Isolated yield 78.3%. RXN SMILES: [Br-].[F:2][CH2:3][CH2:4][CH2:5][P+](C1C=CC=CC=1)(C1C=CC=CC=1)C1C=CC=CC=1.C1COCC1.CC([O-])(C)C.[K+].[C:36]([C:38]1[CH:43]=[CH:42][C:41]([C@H:44]2[CH2:49][CH2:48][C@H:47]([CH:50]=O)[CH2:46][CH2:45]2)=[CH:40][CH:39]=1)#[N:37]>O>[F:2][CH2:3][CH2:4][CH:5]=[CH:50][C@H:47]1[CH2:48][CH2:49][C@H:44]([C:41]2[CH:42]=[CH:43][C:38]([C:36]#[N:37])=[CH:39][CH:40]=2)[CH2:45][CH2:46]1 |f:0.1,3.4|. Reported procedure: A mixture of (3-fluoropropyl)triphenylphosphonium bromide (10.0 g, 24.8 millimols) with THF (50 ml) was cooled down to -20° C., followed by adding t-BuOK (3.1 g, 27.3 millimols) to the mixture, stirring the resulting mixture for 30 minutes, dropwise adding to the mixture, a THF (60 ml) solution of trans-4-(4-cyanophenyl)cyclohexanecarbaldehyde (5.8 g, 27.3 millimols) so as to keep the temperature at -20° C. or lower, stirring the mixture at the same temperature for 2 hours, adding water (50 ml) ... Reactants: C[O-].[Na+] (sodium methoxide), C(C1=CC=CC=C1)(=O)OC[C@]1(OC)[C@@H](OC(C2=CC=CC=C2)=O)[C@H](OC(C2=CC=CC=C2)=O)[C@H](OC(C2=CC=CC=C2)=O)CO1 (1,3,4,5-tetra-O-benzoyl-2-O-methyl-β-D-fructopyranose). The solvent is CO (methanol). Conditions: time 1.5 hour. Product: CO[C@@]1(CO)[C@@H](O)[C@H](O)[C@H](O)CO1 (2-O-methyl-β-D-fructopyranose). Yield: 84.8%. Reaction SMILES: C[O-].[Na+].C([O:12][CH2:13][C@:14]1([O:48][CH2:47][C@@H:37]([O:38]C(=O)C2C=CC=CC=2)[C@@H:27]([O:28]C(=O)C2C=CC=CC=2)[C@@H:17]1[O:18]C(=O)C1C=CC=CC=1)[O:15][CH3:16])(=O)C1C=CC=CC=1>CO>[CH3:16][O:15][C@@:14]1([O:48][CH2:47][C@@H:37]([OH:38])[C@@H:27]([OH:28])[C@@H:17]1[OH:18])[CH2:13][OH:12] |f:0.1|. Procedure: A solution of sodium methoxide (0.5 M in methanol, 10.0 ml) was added to a vigorously stirred solution of 1,3,4,5-tetra-O-benzoyl-2-O-methyl-β-D-fructopyranose (10.0 g, 16.4 mmol) in anhydrous methanol. After stirring for 1.5 hrs at room temperature the reaction was complete. The pH was adjusted to 7.0 with Amberlite IRC-50 (˜4.0 g). The solids were removed by filtration and the filtrate was concentrated in vacuo. Purification on a silica gel column (methanol:dichloromethane, 4:1 and 3:1) provid... Reactants: ClC1=CC=C(C=C1)B(O)O (4-Chlorophenylboronic acid), C1(=CC=CC=C1)C (toluene), IC1=CC=C(C(=O)O)C=C1 (4-iodobenzoic acid), C([O-])([O-])=O.[Cs+].[Cs+] (cesium carbonate). Solvent: C(CCC)O (n-butanol), O (water). Reaction conditions: temperature 80 celsius. Product: ClC1=CC=C(C=C1)C1=CC=C(C=C1)C(=O)O (4′-chloro-4-biphenylcarboxylic acid). The yield is 40.9%. As a reaction SMILES: [Cl:1][C:2]1[CH:7]=[CH:6][C:5](B(O)O)=[CH:4][CH:3]=1.I[C:12]1[CH:20]=[CH:19][C:15]([C:16]([OH:18])=[O:17])=[CH:14][CH:13]=1.C(=O)([O-])[O-].[Cs+].[Cs+].C1(C)C=CC=CC=1>C(O)CCC.O>[Cl:1][C:2]1[CH:7]=[CH:6][C:5]([C:12]2[CH:20]=[CH:19][C:15]([C:16]([OH:18])=[O:17])=[CH:14][CH:13]=2)=[CH:4][CH:3]=1 |f:2.3.4|. Procedure: 4-Chlorophenylboronic acid (501 mg) was combined with 4-iodobenzoic acid (795 mg), cesium carbonate (5.22 g), toluene (16 mL), water (8 mL) and n-butanol (4 mL). The mixture was degassed under vacuum with argon purging after which, tetrakis-triphenylphosphine palladium (40 mg) was added. The reaction was heated to 80° C. for 20 hours after which, it was cooled to room temperature and diluted with ethyl acetate (16 mL). The solids were collected on a Celite pad and washed with hot methanol. The m... Reactants: COC(=O)c1cn(-c2cc(C)nc3ccccc23)c2ncccc12, [Li+], C1CCOC1, [OH-], O, O. Product: Cc1cc(-n2cc(C(=O)O)c3cccnc32)c2ccccc2n1. Reaction SMILES: [CH3:5][c:6]1[n:7][c:8]2[cH:9][cH:10][cH:11][cH:12][c:13]2[c:14](-[n:16]2[cH:17][c:18]([C:25](=[O:26])[O:27][CH3:28])[c:19]3[c:20]2[n:21][cH:22][cH:23][cH:24]3)[cH:15]1.[Li+:3].[O:29]1[CH2:30][CH2:31][CH2:32][CH2:33]1.[OH-:2].[OH2:1].[OH2:4]>>[CH3:5][c:6]1[n:7][c:8]2[cH:9][cH:10][cH:11][cH:12][c:13]2[c:14](-[n:16]2[cH:17][c:18]([C:25](=[O:26])[OH:27])[c:19]3[c:20]2[n:21][cH:22][cH:23][cH:24]3)[cH:15]1. RXN SMILES: [CH3:17][O:18][S:19]([O:20][CH3:21])(=[O:22])=[O:23].[Na+:2].[OH-:1].[OH2:24].[OH:3][c:4]1[cH:5][cH:6][c:7](-[c:10]2[cH:11][cH:12][c:13]([OH:16])[cH:14][cH:15]2)[cH:8][cH:9]1>>[O:3]([c:4]1[cH:5][cH:6][c:7](-[c:10]2[cH:11][cH:12][c:13]([OH:16])[cH:14][cH:15]2)[cH:8][cH:9]1)[CH3:17]. Product: COc1ccc(-c2ccc(O)cc2)cc1. Reactants: COS(=O)(=O)OC, [Na+], [OH-], O, Oc1ccc(-c2ccc(O)cc2)cc1.